From a dataset of the Open Reaction Database (ORD), a public repository of structured organic reaction records. describe an organic reaction: reactants, conditions, products, and yield Isolated yield 93.0%. The product is BrC=1C=C(C(=NC1)[N+](=O)[O-])O[C@H](C)C1=C(C=CC(=C1)F)F (5-Bromo-3-[(R)-1-(2,5-difluoro-phenyl)ethoxy]-2-nitro-pyridine), oil. Reported procedure: The title compound was prepared by a similar method to that of preparation 18 using commercially available 5-bromo-3-hydroxy-2-nitro-pyridine and (S)-1-(2,5-difluoro-phenyl)-ethanol except the reaction time was 1 hr and crude reaction purified by chromatography on silica gel eluting with ethyl acetate in heptane (50:50) to give a yellow oil (21.0 g, 93%). RXN SMILES: [Br:1][C:2]1[CH:3]=[C:4]([OH:11])[C:5]([N+:8]([O-:10])=[O:9])=[N:6][CH:7]=1.[F:12][C:13]1[CH:18]=[CH:17][C:16]([F:19])=[CH:15][C:14]=1[C@@H:20](O)[CH3:21]>>[Br:1][C:2]1[CH:3]=[C:4]([O:11][C@@H:20]([C:14]2[CH:15]=[C:16]([F:19])[CH:17]=[CH:18][C:13]=2[F:12])[CH3:21])[C:5]([N+:8]([O-:10])=[O:9])=[N:6][CH:7]=1. Reaction conditions: time 1 hour. The reactants are BrC=1C=C(C(=NC1)[N+](=O)[O-])O (5-bromo-3-hydroxy-2-nitro-pyridine), FC1=C(C=C(C=C1)F)[C@H](C)O ((S)-1-(2,5-difluoro-phenyl)-ethanol). Reactants: C1(O)=CC=C(O)C=C1 (hydroquinone), CC1=CCC=CC1 (1-methyl-1,4-cyclohexadiene), ClC(C#N)=C (2-chloroacrylonitrile). Run at time 30 minute. The product is CC12CC(C(C=C1)CC2)=O (4-methyl-bicyclo[2.2.2]oct-5-en-2-one), CC12C(CC(C=C1)CC2)=O (1-methyl-bicyclo[2.2.2]oct-5-en-2-one). RXN SMILES: [CH3:1][C:2]1[CH2:7][CH:6]=[CH:5][CH2:4][CH:3]=1.Cl[C:9](=[CH2:12])[C:10]#N.[C:13]1([CH:20]=[CH:19][C:17]([OH:18])=[CH:16][CH:15]=1)[OH:14]>>[CH3:1][C:2]12[CH2:12][CH2:9][CH:5]([CH:6]=[CH:7]1)[C:4](=[O:14])[CH2:3]2.[CH3:1][C:19]12[CH2:10][CH2:9][CH:15]([CH:13]=[CH:20]1)[CH2:16][C:17]2=[O:18]. Procedure details: A mixture of 1-methyl-1,4-cyclohexadiene and 2-chloroacrylonitrile was heated for 14 hours at 110° C. in the presence of hydroquinone as polymerization inhibitor. The raw product was distilled at 60° to 65° C./0.13 millibars and the distillate was hydrolyzed in an aqueous solution of potassium hydroxide in dimethyl sulfoxide for 30 minutes at 120° C. The mixture was hereafter poured on ice. Extraction with pentane and separation by chromatography on a silica gel column resulted in a 5:1 mixture ... The reactants are ClC=1C=C(C=CC1Cl)NC1=NC=NC2=CC(=C(C=C12)OC)OCC=1N=C(SC1)C1CCNCC1 (N-(3,4-Dichlorophenyl)-6-(methyloxy)-7-{[(2-piperidin-4-yl-1,3-thiazol-4-yl)methyl]oxy}quinazolin-4-amine), C=O (formaldehyde). Run in C(=O)O (formic acid). Run at temperature 95 celsius. Yields the product Cl.ClC=1C=C(C=CC1Cl)NC1=NC=NC2=CC(=C(C=C12)OC)OCC=1N=C(SC1)C1CCN(CC1)C (N-(3,4-dichlorophenyl)-6-(methyloxy)-7-({[2-(1-methylpiperidin-4-yl)-1,3-thiazol-4-yl]methyl}oxy)quinazolin-4-amine hydrochloride). Yield: 75.3%. RXN SMILES: [Cl:1][C:2]1[CH:3]=[C:4]([NH:9][C:10]2[C:19]3[C:14](=[CH:15][C:16]([O:22][CH2:23][C:24]4[N:25]=[C:26]([CH:29]5[CH2:34][CH2:33][NH:32][CH2:31][CH2:30]5)[S:27][CH:28]=4)=[C:17]([O:20][CH3:21])[CH:18]=3)[N:13]=[CH:12][N:11]=2)[CH:5]=[CH:6][C:7]=1[Cl:8].[CH2:35]=O>C(O)=O>[ClH:1].[Cl:1][C:2]1[CH:3]=[C:4]([NH:9][C:10]2[C:19]3[C:14](=[CH:15][C:16]([O:22][CH2:23][C:24]4[N:25]=[C:26]([CH:29]5[CH2:34][CH2:33][N:32]([CH3:35])[CH2:31][CH2:30]5)[S:27][CH:28]=4)=[C:17]([O:20][CH3:21])[CH:18]=3)[N:13]=[CH:12][N:11]=2)[CH:5]=[CH:6][C:7]=1[Cl:8] |f:3.4|. Reported procedure: N-(3,4-Dichlorophenyl)-6-(methyloxy)-7-{[(2-piperidin-4-yl-1,3-thiazol-4-yl)methyl]oxy}quinazolin-4-amine (0.078 g, 0.15 mmol) was combined with 37% aqueous formaldehyde (0.025 mL, 0.34 mmol) in formic acid (2 mL) and the solution was heated to 95° C. for 1 h. The solvent was removed in vacuo and the residue was taken up in 10% MeOH/ethyl acetate (100 mL) and washed with saturated NaHCO3 (aq) (100 mL). The organic layer was dried (Na2SO4), filtered, and concentrated in vacuo. Trituration from Me... Reactants: CC(C)N, Cc1ccccc1, C[Al](C)C, CCCCc1noc(C)c1C=Cc1nc(C)c(C(=O)OC)s1, C1COCCO1. Product: CCCCc1noc(C)c1C=Cc1nc(C)c(C(=O)NC(C)C)s1. As a reaction SMILES: [CH3:1][CH:2]([CH3:3])[NH2:4].[CH3:37][c:38]1[cH:39][cH:40][cH:41][cH:42][cH:43]1.[CH3:5][Al:6]([CH3:7])[CH3:8].[CH3:9][O:10][C:11](=[O:12])[c:13]1[c:14]([CH3:30])[n:15][c:16]([CH:18]=[CH:19][c:20]2[c:21]([CH2:26][CH2:27][CH2:28][CH3:29])[n:22][o:23][c:24]2[CH3:25])[s:17]1.[O:31]1[CH2:32][CH2:33][O:34][CH2:35][CH2:36]1>>[CH3:1][CH:2]([CH3:3])[NH:4][C:11](=[O:10])[c:13]1[c:14]([CH3:30])[n:15][c:16]([CH:18]=[CH:19][c:20]2[c:21]([CH2:26][CH2:27][CH2:28][CH3:29])[n:22][o:23][c:24]2[CH3:25])[s:17]1. Reaction conditions: time 30 minute. Procedure details: To the solution of 104c (360 mg, 0.6 mmol) in methanol (50 mL) was added sodium borohydride (70 mg, 1.8 mmol) at 0° C. and stirred for another 30 minutes. Then the reaction mixture was quenched with water (2 mL) and concentrated. The residue was purified with reverse-phase prep-HPLC to afford 104 (63 mg, 16%) as an off-white solid. LCMS: [M+H]+ 637. 1H NMR (500 MHz, DMSO) δ 8.70 (d, J=3.0, 1H), 8.65 (d, J=5.5, 1H), 8.34 (s, 1H), 7.85 (d, J=3.0, 1H), 7.60 (d, J=2.5, 1H), 7.36-7.37 (m, 2H), 7.22-7... The solvent is CO (methanol). As a reaction SMILES: [CH3:1][N:2]1[C:7](=[O:8])[C:6]([NH:9][C:10]2[CH:15]=[CH:14][C:13]([N:16]3[CH2:21][CH2:20][N:19]([CH:22]4[CH2:25][O:24][CH2:23]4)[CH2:18][CH2:17]3)=[CH:12][N:11]=2)=[CH:5][C:4]([C:26]2[N:33]=[CH:32][CH:31]=[C:30]([N:34]3[CH2:46][CH2:45][N:37]4[C:38]5[CH2:39][CH2:40][CH2:41][CH2:42][C:43]=5[CH:44]=[C:36]4[C:35]3=[O:47])[C:27]=2[CH:28]=[O:29])=[CH:3]1.[BH4-].[Na+]>CO>[OH:29][CH2:28][C:27]1[C:26]([C:4]2[CH:5]=[C:6]([NH:9][C:10]3[CH:15]=[CH:14][C:13]([N:16]4[CH2:17][CH2:18][N:19]([CH:22]5[CH2:23][O:24][CH2:25]5)[CH2:20][CH2:21]4)=[CH:12][N:11]=3)[C:7](=[O:8])[N:2]([CH3:1])[CH:3]=2)=[N:33][CH:32]=[CH:31][C:30]=1[N:34]1[CH2:46][CH2:45][N:37]2[C:38]3[CH2:39][CH2:40][CH2:41][CH2:42][C:43]=3[CH:44]=[C:36]2[C:35]1=[O:47] |f:1.2|. Yields the product OCC=1C(=NC=CC1N1C(C=2N(C=3CCCCC3C2)CC1)=O)C1=CN(C(C(=C1)NC1=NC=C(C=C1)N1CCN(CC1)C1COC1)=O)C (2-(3-(Hydroxymethyl)-2-(1-methyl-5-(5-(4-(oxetan-3-yl)piperazin-1-yl)pyridin-2-ylamino)-6-oxo-1,6-dihydropyridin-3-yl)pyridin-4-yl)-3,4,6,7,8,9-hexahydropyrazino[1,2-a]indol-1(2H)-one). Isolated yield 16.5%. Reactants: CN1C=C(C=C(C1=O)NC1=NC=C(C=C1)N1CCN(CC1)C1COC1)C1=C(C=O)C(=CC=N1)N1C(C=2N(C=3CCCCC3C2)CC1)=O (2-(1-Methyl-5-(5-(4-(oxetan-3-yl)piperazin-1-yl)pyridin-2-ylamino)-6-oxo-1,6-dihydropyridin-3-yl)-4-(1-oxo-3,4,6,7,8,9-hexahydropyrazino[1,2-a]indol-2(1H)-yl)nicotinaldehyde), [BH4-].[Na+] (sodium borohydride). Reactants: BrC1=CC=C(C=C1)/C=C/C(=O)C1=NC=CC=C1 ((E)-3-(4-bromophenyl)-1-(2-pyridyl)-2-propen-1-one), Cl.C(C1=CC=CC=C1)(=N)N (benzamidine hydrochloride), [OH-].[Na+] (sodium hydroxide). The solvent is C(C)O (ethanol). Reaction conditions: time 16 hour. Product: BrC1=CC=C(C=C1)C1=NC(=NC(=C1)C1=NC=CC=C1)C1=CC=CC=C1 (4-(4-bromophenyl)-2-phenyl-6-(2-pyridyl)pyrimidine). The yield is 24.6%. RXN SMILES: [Br:1][C:2]1[CH:7]=[CH:6][C:5](/[CH:8]=[CH:9]/[C:10]([C:12]2[CH:17]=[CH:16][CH:15]=[CH:14][N:13]=2)=O)=[CH:4][CH:3]=1.Cl.[C:19]([NH2:27])(=[NH:26])[C:20]1[CH:25]=[CH:24][CH:23]=[CH:22][CH:21]=1.[OH-].[Na+]>C(O)C>[Br:1][C:2]1[CH:7]=[CH:6][C:5]([C:8]2[CH:9]=[C:10]([C:12]3[CH:17]=[CH:16][CH:15]=[CH:14][N:13]=3)[N:27]=[C:19]([C:20]3[CH:25]=[CH:24][CH:23]=[CH:22][CH:21]=3)[N:26]=2)=[CH:4][CH:3]=1 |f:1.2,3.4|. Procedure: To 160 mL of an ethanol solution of 13.0 g (45.1 mmol) of (E)-3-(4-bromophenyl)-1-(2-pyridyl)-2-propen-1-one, 7.3 g (46.6 mmol) of benzamidine hydrochloride and 3.6 g (90 mmol) of sodium hydroxide were added under argon atmosphere, and the mixture was stirred for 16 h under heat refluxing. After cooling the reaction mixture to room temperature, a formed solid was collected by filtration and washed with water and methanol to obtain 4.31 g (yield: 25%) of 4-(4-bromophenyl)-2-phenyl-6-(2-pyridyl)py... The reactants are CC1(C=2C=CC(=CC2C(CC1)(C)C)C=1OC(=CN1)C1CCNCC1)C (4-[2-(5,5,8,8-tetramethyl-5,6,7,8-tetrahydronaphthalen-2-yl)oxazol-5-yl]piperidine), C(C)(=O)OCCCCBr (4-bromobutyl acetate), [OH-].[Na+] (NaOH). As a reaction SMILES: [CH3:1][C:2]1([CH3:25])[CH2:11][CH2:10][C:9]([CH3:13])([CH3:12])[C:8]2[CH:7]=[C:6]([C:14]3[O:15][C:16]([CH:19]4[CH2:24][CH2:23][NH:22][CH2:21][CH2:20]4)=[CH:17][N:18]=3)[CH:5]=[CH:4][C:3]1=2.C([O:29][CH2:30][CH2:31][CH2:32][CH2:33]Br)(=O)C.[OH-].[Na+]>CO>[CH3:1][C:2]1([CH3:25])[CH2:11][CH2:10][C:9]([CH3:12])([CH3:13])[C:8]2[CH:7]=[C:6]([C:14]3[O:15][C:16]([CH:19]4[CH2:24][CH2:23][N:22]([CH2:33][CH2:32][CH2:31][CH2:30][OH:29])[CH2:21][CH2:20]4)=[CH:17][N:18]=3)[CH:5]=[CH:4][C:3]1=2 |f:2.3|. Procedure details: The preparation was carried out as already described starting from 150 mg (0.44 mmol) of 4-[2-(5,5,8,8-tetramethyl-5,6,7,8-tetrahydronaphthalen-2-yl)oxazol-5-yl]piperidine and 96 μl (0.67 mmol) of 4-bromobutyl acetate. The protecting group was cleaved off by means of a 1N NaOH solution in methanol. The product was purified by means of preparative HPLC and converted into the hydrochloride by treatment with methanolic HCl. Run in CO (methanol). Product: CC1(C=2C=CC(=CC2C(CC1)(C)C)C=1OC(=CN1)C1CCN(CC1)CCCCO)C (4-{4-[2-(5,5,8,8-tetramethyl-5,6,7,8-tetrahydronaphthalen-2-yl)oxazol-5-yl]piperidin-1-yl}butan-1-ol). Reactants: OC1(CN(C1)C(=O)OC(C)(C)C)C(C)[N+](=O)[O-] (1,1-Dimethylethyl 3-hydroxy-3-(1-nitroethyl)azetidine-1-carboxylate), Cl (HCl). Run in CO (methanol), O1CCOCC1 (dioxane). Product: Cl.[N+](=O)([O-])C(C)C1(CNC1)O (3-(1-nitroethyl)azetidin-3-ol hydrochloride). Yield: 96.0%. RXN SMILES: [OH:1][C:2]1([CH:13]([N+:15]([O-:17])=[O:16])[CH3:14])[CH2:5][N:4](C(OC(C)(C)C)=O)[CH2:3]1.[ClH:18]>CO.O1CCOCC1>[ClH:18].[N+:15]([CH:13]([C:2]1([OH:1])[CH2:5][NH:4][CH2:3]1)[CH3:14])([O-:17])=[O:16] |f:4.5|. Reported procedure: 1,1-Dimethylethyl 3-hydroxy-3-(1-nitroethyl)azetidine-1-carboxylate was dissolved in methanol (5 mL) and treated with 4 N HCl in dioxane. The solution was briefly heated to reflux and then was concentrated in vacuo to afford 178 mg, 0.98 mmol (96%) of 3-(1-nitroethyl)azetidin-3-ol hydrochloride as a white solid. 1H NMR (400 MHz, DMSO): 9.30 (br s, 1H), 8.96 (br s, 1H), 5.12 (q, 1H), 4.44-4.38 (m, 1H), 4.22-4.17 (m, 1H), 3.94-3.87 (m, 1H), 3.85-3.77 (m, 1H), 1.44 (d, 3H). Reactants: Cc1ccccc1, CC(C)(CO)CO, O=C1CCCC(=O)C1. Yields the product CC1(C)COC2(CCCC(=O)C2)OC1. Reaction SMILES: [CH3:16][c:17]1[cH:18][cH:19][cH:20][cH:21][cH:22]1.[CH3:9][C:10]([CH2:11][OH:12])([CH2:13][OH:14])[CH3:15].[O:1]=[C:2]1[CH2:3][CH2:4][CH2:5][C:6](=[O:7])[CH2:8]1>>[O:1]1[C:2]2([CH2:3][CH2:4][CH2:5][C:6](=[O:7])[CH2:8]2)[O:12][CH2:11][C:10]([CH3:9])([CH3:15])[CH2:13]1. Reactants:  CC(C)(C(=O)OC)N, C1=CC(=CC=C1C(F)(F)F)Cl. The reagents and catalysts are CC(C)(C)[O-].[Na+], CCCCP(C12CC3CC(C1)CC(C3)C2)C45CC6CC(C4)CC(C6)C5, CC(=O)O.CC(=O)O.[Pd]. The solvent is C1=CC=C(C=C1)C(F)(F)F. Conditions: temperature 180 celsius. The product is CC(C)(C(=O)OC)NC1=CC=C(C=C1)C(F)(F)F. Yield: 0.0%. Reported procedure: 1-chloro-4-(trifluoromethyl)benzene (0.068 mL, 0.51 mmol), methyl 2-amino-2-methylpropanoate (0.05 g, 0.43 mmol),BUTYLDI-1-ADAMANTYLPHOSPHINE (0.015 g, 0.04 mmol), sodium 2-methylpropan-2-olate (0.082 g, 0.85 mmol) and diacetoxypalladium (4.79 mg, 0.02 mmol) was added to a microwave vial. (TRIFLUOROMETHYL)-BENZENE (0.5 mL) was used as solvent, before use the solvent was bubbled with nitrogen (1-1.2 mL/mmol amine). The mixture was bubbled with nitrogen before the vial was sealed. The mixture was ...